From a dataset of the Open Reaction Database (ORD), a public repository of structured organic reaction records. describe an organic reaction: reactants, conditions, products, and yield Starting materials: Cl.ClC1=CC=C(C=C1)C1CC(C(C2=CC(=CC=C12)OCCNCCC1=CC=CC=C1)=O)(C)C (4-(4-chlorophenyl)-7-(2-benzylmethylaminoethoxy)-2,2-dimethyl-1-tetralone hydrochloride), [H][H] (hydrogen). The reagents and catalysts are [Pd] (palladium on charcoal). Run in C(C)O (ethanol). Product: Cl.ClC1=CC=C(C=C1)C1CC(C(C2=CC(=CC=C12)OCCNC)=O)(C)C (4-(4-chlorophenyl)-2,2-dimethyl-7-(2-methylaminoethoxy)-1-tetralone hydrochloride). Reaction SMILES: Cl.[Cl:2][C:3]1[CH:8]=[CH:7][C:6]([CH:9]2[C:18]3[C:13](=[CH:14][C:15]([O:19][CH2:20][CH2:21][NH:22][CH2:23]CC4C=CC=CC=4)=[CH:16][CH:17]=3)[C:12](=[O:31])[C:11]([CH3:33])([CH3:32])[CH2:10]2)=[CH:5][CH:4]=1.[H][H]>C(O)C.[Pd]>[ClH:2].[Cl:2][C:3]1[CH:4]=[CH:5][C:6]([CH:9]2[C:18]3[C:13](=[CH:14][C:15]([O:19][CH2:20][CH2:21][NH:22][CH3:23])=[CH:16][CH:17]=3)[C:12](=[O:31])[C:11]([CH3:33])([CH3:32])[CH2:10]2)=[CH:7][CH:8]=1 |f:0.1,5.6|. Procedure details: A solution of 4-(4-chlorophenyl)-7-(2-benzylmethylaminoethoxy)-2,2-dimethyl-1-tetralone hydrochloride (4.3 g) in ethanol (100 ml) was hydrogenated in the presence of 10% palladium on charcoal (0.43 g) until hydrogen uptake was complete. After filtration the solvent was removed in vacuo to give 4-(4-chlorophenyl)-2,2-dimethyl-7-(2-methylaminoethoxy)-1-tetralone hydrochloride. Recrystallisation from ether-ethyl acetate gave white crystals m.p. 150°-3° (2.6 g, 74%). Reaction SMILES: [CH2:20]([CH:21]=[CH2:22])[Br:23].[CH3:24][C:25](=[O:26])[CH3:27].[K+:14].[K+:15].[O-:16][C:17]([O-:18])=[O:19].[OH:1][c:2]1[cH:3][cH:4][c:5]2[c:6]([CH3:13])[cH:7][c:8](=[O:12])[o:9][c:10]2[cH:11]1>>[O:1]([c:2]1[cH:3][cH:4][c:5]2[c:6]([CH3:13])[cH:7][c:8](=[O:12])[o:9][c:10]2[cH:11]1)[CH2:22][CH:21]=[CH2:20]. The product is C=CCOc1ccc2c(C)cc(=O)oc2c1. Starting materials: C=CCBr, CC(C)=O, [K+], [K+], O=C([O-])[O-], Cc1cc(=O)oc2cc(O)ccc12. Reactants: C(C)OC(=O)C=1NC2=CC=C(C=C2C1)C (5-methyl-1H-indole-2-carboxylic acid ethyl ester), BrCC1=CC=CC2=CC=C(C=C12)F (1-bromomethyl-7-fluoro-naphthalene). Yields the product C(C)OC(=O)C=1N(C2=CC=C(C=C2C1)C)CC1=CC=CC2=CC=C(C=C12)F (1-(7-fluoro-naphthalen-1-ylmethyl)-5-methyl-1H-indole-2-carboxylic acid ethyl ester). RXN SMILES: [CH2:1]([O:3][C:4]([C:6]1[NH:7][C:8]2[C:13]([CH:14]=1)=[CH:12][C:11]([CH3:15])=[CH:10][CH:9]=2)=[O:5])[CH3:2].Br[CH2:17][C:18]1[C:27]2[C:22](=[CH:23][CH:24]=[C:25]([F:28])[CH:26]=2)[CH:21]=[CH:20][CH:19]=1>>[CH2:1]([O:3][C:4]([C:6]1[N:7]([CH2:17][C:18]2[C:27]3[C:22](=[CH:23][CH:24]=[C:25]([F:28])[CH:26]=3)[CH:21]=[CH:20][CH:19]=2)[C:8]2[C:13]([CH:14]=1)=[CH:12][C:11]([CH3:15])=[CH:10][CH:9]=2)=[O:5])[CH3:2]. Procedure details: Using general procedure B, 5-methyl-1H-indole-2-carboxylic acid ethyl ester was coupled with 1-bromomethyl-7-fluoro-naphthalene (from Example 49.3.) to give 1-(7-fluoro-naphthalen-1-ylmethyl)-5-methyl-1H-indole-2-carboxylic acid ethyl ester which was hydrolyzed as described in the general procedure B (Exp. 2.2) to give the title compound as a white solid. MS: 332.3 ([M−H]−). Starting materials: ClC=1C=CN2C(C(=CC(=C2C1C)C1CC1)C(=O)OC)=O (methyl 8-chloro-1-cyclopropyl-9-methyl-4-oxo-4H-quinolizine-3-carboxylate), FC1=C(N)C=C(C(=C1)B1OC(C(O1)(C)C)(C)C)F (2,5-difluoro-4-(4,4,5,5-tetramethyl-1,3,2-dioxaborolan-2-yl)-aniline). Yields the product NC1=CC(=C(C=C1F)C=1C=CN2C(C(=CC(=C2C1C)C1CC1)C(=O)OC)=O)F (methyl 8-(4-amino-2,5-difluoro-phenyl)-1-cyclopropyl-9-methyl-4-oxo-4H-quinolizine-3-carboxylate). Isolated yield 76.1%. Reaction SMILES: Cl[C:2]1[CH:3]=[CH:4][N:5]2[C:10]([C:11]=1[CH3:12])=[C:9]([CH:13]1[CH2:15][CH2:14]1)[CH:8]=[C:7]([C:16]([O:18][CH3:19])=[O:17])[C:6]2=[O:20].[F:21][C:22]1[CH:28]=[C:27](B2OC(C)(C)C(C)(C)O2)[C:26]([F:38])=[CH:25][C:23]=1[NH2:24]>>[NH2:24][C:23]1[C:22]([F:21])=[CH:28][C:27]([C:2]2[CH:3]=[CH:4][N:5]3[C:10]([C:11]=2[CH3:12])=[C:9]([CH:13]2[CH2:15][CH2:14]2)[CH:8]=[C:7]([C:16]([O:18][CH3:19])=[O:17])[C:6]3=[O:20])=[C:26]([F:38])[CH:25]=1. Procedure: Methyl 8-(4-amino-2,5-difluoro-phenyl)-1-cyclopropyl-9-methyl-4-oxo-4H-quinolizine-3-carboxylate was prepared according to General Procedure A from methyl 8-chloro-1-cyclopropyl-9-methyl-4-oxo-4H-quinolizine-3-carboxylate (500 mg, 1.71 mmol) and 2,5-difluoro-4-(4,4,5,5-tetramethyl-1,3,2-dioxaborolan-2-yl)-aniline (667 mg, 2.06 mmol). Purification by flash silica column chromatography (DCM:MeOH) (1:0 to 9:1) afforded the title compound as a yellow solid (500 mg, 75%). The reactants are CCCCOCCOc1ccc(-c2ccc3c(c2)C=C(C(=O)Nc2ccc(SCc4cccc(C)n4)cc2)CCN3CC(C)C)cc1, ClCCl, O=C(OO)c1cccc(Cl)c1, [Na+], [Na+], O=S([O-])([O-])=S. Product: CCCCOCCOc1ccc(-c2ccc3c(c2)C=C(C(=O)Nc2ccc(S(=O)Cc4cccc(C)n4)cc2)CCN3CC(C)C)cc1. Reaction SMILES: [CH2:1]([CH2:2][CH2:3][CH3:4])[O:5][CH2:6][CH2:7][O:8][c:9]1[cH:10][cH:11][c:12](-[c:15]2[cH:16][cH:17][c:18]3[c:19]([cH:47]2)[CH:20]=[C:21]([C:29](=[O:30])[NH:31][c:32]2[cH:33][cH:34][c:35]([S:38][CH2:39][c:40]4[n:41][c:42]([CH3:46])[cH:43][cH:44][cH:45]4)[cH:36][cH:37]2)[CH2:22][CH2:23][N:24]3[CH2:25][CH:26]([CH3:27])[CH3:28])[cH:13][cH:14]1.[CH2:66]([Cl:67])[Cl:68].[Cl:48][c:49]1[cH:50][cH:51][cH:52][c:53]([C:54]([O:55][OH:57])=[O:56])[cH:58]1.[Na+:64].[Na+:65].[S:59]([O-:60])([O-:61])(=[O:62])=[S:63]>>[CH2:1]([CH2:2][CH2:3][CH3:4])[O:5][CH2:6][CH2:7][O:8][c:9]1[cH:10][cH:11][c:12](-[c:15]2[cH:16][cH:17][c:18]3[c:19]([cH:47]2)[CH:20]=[C:21]([C:29](=[O:30])[NH:31][c:32]2[cH:33][cH:34][c:35]([S:38]([CH2:39][c:40]4[n:41][c:42]([CH3:46])[cH:43][cH:44][cH:45]4)=[O:56])[cH:36][cH:37]2)[CH2:22][CH2:23][N:24]3[CH2:25][CH:26]([CH3:27])[CH3:28])[cH:13][cH:14]1. Starting materials: Fc1cc(CBr)ccc1Br, [N-]=[N+]=[N-], [Na+], CN(C)C=O. Product: [N-]=[N+]=NCc1ccc(Br)c(F)c1. Reaction SMILES: [Br:5][c:6]1[c:7]([F:14])[cH:8][c:9]([CH2:10][Br:11])[cH:12][cH:13]1.[N-:2]=[N+:3]=[N-:4].[Na+:1].[O:15]=[CH:16][N:17]([CH3:18])[CH3:19]>>[N:2](=[N+:3]=[N-:4])[CH2:10][c:9]1[cH:8][c:7]([F:14])[c:6]([Br:5])[cH:13][cH:12]1. The reactants are C=O (Formaldehyde), N1CCOCC1 (morpholine), C1(CC1)COC1=C2C=CN(C2=CC(=C1)CC=1C(=NC(=NC1)N)N)CC (5-(4-cyclopropylmethoxy-1-ethyl-1H-indol-6-ylmethyl)-pyrimidine-2,4-diamine). Solvent: C(C)(=O)O (acetic acid), O (water). Conditions: time 1 hour. The product is C1(CC1)COC1=C2C(=CN(C2=CC(=C1)CC=1C(=NC(=NC1)N)N)CC)CN1CCOCC1 (5-(4-Cyclopropylmethoxy-1-ethyl-3-morpholin-4-ylmethyl-1H-indol-6-ylmethyl)-pyrimidine-2,4-diamine). Yield: 69.3%. As a reaction SMILES: [CH2:1]=O.[NH:3]1[CH2:8][CH2:7][O:6][CH2:5][CH2:4]1.[CH:9]1([CH2:12][O:13][C:14]2[CH:22]=[C:21]([CH2:23][C:24]3[C:25]([NH2:31])=[N:26][C:27]([NH2:30])=[N:28][CH:29]=3)[CH:20]=[C:19]3[C:15]=2[CH:16]=[CH:17][N:18]3[CH2:32][CH3:33])[CH2:11][CH2:10]1>C(O)(=O)C.O>[CH:9]1([CH2:12][O:13][C:14]2[CH:22]=[C:21]([CH2:23][C:24]3[C:25]([NH2:31])=[N:26][C:27]([NH2:30])=[N:28][CH:29]=3)[CH:20]=[C:19]3[C:15]=2[C:16]([CH2:1][N:3]2[CH2:8][CH2:7][O:6][CH2:5][CH2:4]2)=[CH:17][N:18]3[CH2:32][CH3:33])[CH2:11][CH2:10]1. Procedure details: Formaldehyde (35% aqueous solution, 41 μL, 0.48 mmol) was added at room temperature to a solution of morpholine (142 mg, 1.60 mmol) in acetic acid (1.6 mL) and water (0.2 mL). After 10 min 5-(4-cyclopropylmethoxy-1-ethyl-1H-indol-6-ylmethyl)-pyrimidine-2,4-diamine (Example 7a; 134 mg, 0.40 mmol) was added, then after 45 min the solution was concentrated. 1M aqueous sodium hydroxide solution (10 mL) was added to the viscous residue, then the suspension formed was stirred at room temperature for 1... The reactants are CC(=O)OC(C)=O, COc1cc2cc(C=NO)c(Cl)nc2cc1OC. Product: COc1cc2cc(C#N)c(Cl)nc2cc1OC. RXN SMILES: [CH3:19][C:20]([O:21][C:22](=[O:23])[CH3:24])=[O:25].[Cl:1][c:2]1[n:3][c:4]2[cH:5][c:6]([O:17][CH3:18])[c:7]([O:15][CH3:16])[cH:8][c:9]2[cH:10][c:11]1[CH:12]=[N:13][OH:14]>>[Cl:1][c:2]1[n:3][c:4]2[cH:5][c:6]([O:17][CH3:18])[c:7]([O:15][CH3:16])[cH:8][c:9]2[cH:10][c:11]1[C:12]#[N:13].